Dataset: the Open Reaction Database (ORD), a public repository of structured organic reaction records. Task: describe an organic reaction: reactants, conditions, products, and yield Reactants: FC=1C=C2C=CNC2=CC1 (5-fluoro-1H-indole), O.Cl.N1CCC(CC1)=O (4-piperidone hydrochloride monohydrate). The product is FC=1C=C2C(=CNC2=CC1)C=1CCNCC1 (5-fluoro-3-(1,2,3,6-tetrahydropyridin-4-yl)-1H-indole). The yield is 71.9%. RXN SMILES: [F:1][C:2]1[CH:3]=[C:4]2[C:8](=[CH:9][CH:10]=1)[NH:7][CH:6]=[CH:5]2.O.Cl.[NH:13]1[CH2:18][CH2:17][C:16](=O)[CH2:15][CH2:14]1>>[F:1][C:2]1[CH:3]=[C:4]2[C:8](=[CH:9][CH:10]=1)[NH:7][CH:6]=[C:5]2[C:16]1[CH2:17][CH2:18][NH:13][CH2:14][CH:15]=1 |f:1.2.3|. Procedure details: Beginning with 4.0 gm (29.6 mMol) 5-fluoro-1H-indole and 9.13 gm (59.0 mMol) 4-piperidone hydrochloride monohydrate, 4.60 gm (72%) of the title compound were recovered as a white solid. Starting materials: ClCC(C=CC1=CC=C(C=C1)NC(C)=O)=O (1-chloro-4-(4-acetamidophenyl)-2-oxo-3-butene), COC(=S)NN (hydrazinecarbothioic acid O-methylester). The solvent is C1(=CC=CC=C1)C (toluene). Yields the product C(C)(=O)NC1=CC=C(C=C1)CCC1NNC(SC1)=O (5-[2-(4-acetamidophenyl)ethanyl]-5,6-dihydro-1,3,4-thiadiazin-2(3H)one). As a reaction SMILES: Cl[CH2:2][C:3](=O)[CH:4]=[CH:5][C:6]1[CH:11]=[CH:10][C:9]([NH:12][C:13](=[O:15])[CH3:14])=[CH:8][CH:7]=1.C[O:18][C:19]([NH:21][NH2:22])=[S:20]>C1(C)C=CC=CC=1>[C:13]([NH:12][C:9]1[CH:10]=[CH:11][C:6]([CH2:5][CH2:4][CH:3]2[CH2:2][S:20][C:19](=[O:18])[NH:21][NH:22]2)=[CH:7][CH:8]=1)(=[O:15])[CH3:14]. Procedure: A mixture containing 4.0 g of 1-chloro-4-(4-acetamidophenyl)-2-oxo-3-butene (J. Org. Chem., 28, 2446, 1963) and 2.3 g of hydrazinecarbothioic acid O-methylester in 150 ml of toluene was refluxed for 3 h. The crystals were filtered and washed with toluene. Yield 3.0 g (65%), mp. 235°-240° C. Reactants: COC1=NC(=NC(=N1)OC)NNC1=NC(=NC(=N1)OC)OC (N,N′-Bis-(4,6-dimethoxy-1,3,5-triazin-2-yl)-hydrazine), BrN1C(CCC1=O)=O (N-bromosuccinimide). Solvent: C(C)#N (acetonitrile). Product: COC1=NC(=NC(=N1)OC)N=NC1=NC(=NC(=N1)OC)OC (Bis-(4,6-dimethoxy-[1,3,5]triazin-2-yl)-diazene). Yield: 77.7%. RXN SMILES: [CH3:1][O:2][C:3]1[N:8]=[C:7]([O:9][CH3:10])[N:6]=[C:5]([NH:11][NH:12][C:13]2[N:18]=[C:17]([O:19][CH3:20])[N:16]=[C:15]([O:21][CH3:22])[N:14]=2)[N:4]=1.BrN1C(=O)CCC1=O>C(#N)C>[CH3:22][O:21][C:15]1[N:16]=[C:17]([O:19][CH3:20])[N:18]=[C:13]([N:12]=[N:11][C:5]2[N:4]=[C:3]([O:2][CH3:1])[N:8]=[C:7]([O:9][CH3:10])[N:6]=2)[N:14]=1. Procedure details: The product of Example 1a (7.4 g. 23.8 mmol) was added slowly to a stirred mixture of 20.4 g. (115 mmol) of N-bromosuccinimide and 80 mL of acetonitrile at ambient temperature. A dark orange solution formed after 2 h of stirring. A brown/orange powder was isolated by filtration. After a water-wash, the solid was dried in a desiccator to give 5.7 g (77%) of crude product. Recrystallization from acetic acid gave brick-red needles: mp 228-232° C. (dec); 1H-NMR (d6-DMSO): δ4.060 (—OCH3); (CDCl3) δ(—... Reactants: N1=CC=C(C=C1)C(C)=NNC(CCC)=O (butyric acid [1-(4-pyridinyl)ethylidene]hydrazide), N1=CC=C(C=C1)C(C)=NNC(CCC)=O (butyric acid [1-(4-pyridinyl)ethylidene]hydrazide), OC1=C(C=CC2=CC=CC=C12)C(=O)O (1-hydroxy-2-naphthoic acid). Run in C(C)O (ethanol). Yields the product OC1=C(C=CC2=CC=CC=C12)C(=O)O.N1=CC=C(C=C1)C(C)=NNC(CCC)=O (butyric acid [1-(4-pyridinyl)ethylidene]hydrazide 1-hydroxy-2-naphthoic acid salt). Yield: 86.9%. As a reaction SMILES: [N:1]1[CH:6]=[CH:5][C:4]([C:7](=[N:9][NH:10][C:11](=[O:15])[CH2:12][CH2:13][CH3:14])[CH3:8])=[CH:3][CH:2]=1.[OH:16][C:17]1[C:26]2[C:21](=[CH:22][CH:23]=[CH:24][CH:25]=2)[CH:20]=[CH:19][C:18]=1[C:27]([OH:29])=[O:28]>C(O)C>[OH:16][C:17]1[C:26]2[C:21](=[CH:22][CH:23]=[CH:24][CH:25]=2)[CH:20]=[CH:19][C:18]=1[C:27]([OH:29])=[O:28].[N:1]1[CH:6]=[CH:5][C:4]([C:7](=[N:9][NH:10][C:11](=[O:15])[CH2:12][CH2:13][CH3:14])[CH3:8])=[CH:3][CH:2]=1 |f:3.4|. Reported procedure: A mixture of 8.2 gm (0.04 mole) of butyric acid [1-(4-pyridinyl)-ethylidene]hydrazide (Compound 144), 7.53 gm (0.04 mole) of 1-hydroxy-2-naphthoic acid and 100 ml of absolute ethanol is refluxed 7 hr. Cooling the reaction mixture to room temperature and then chilling yields a solid which is collected and dried to provide 13.67 gm (87%) of the title compound having a melting point of 158.7° C. Starting materials: FC=1C=C(C=CC1)/C(=C/C=O)/CCCCC ((E)-3-(3-fluorophenyl)-2-octenal), C(=O)(OC)C=P(C1=CC=CC=C1)(C1=CC=CC=C1)C1=CC=CC=C1 ((carbomethoxymethylene)triphenylphosphorane). Run in ClCCl (dichloromethane). Yields the product COC(\C=C\C=C(/CCCCC)\C1=CC(=CC=C1)F)=O ((E,E)-5-(3-fluorophenyl)-2,4-decadienoic acid methyl ester). As a reaction SMILES: [F:1][C:2]1[CH:3]=[C:4](/[C:8](/[CH2:12][CH2:13][CH2:14][CH2:15][CH3:16])=[CH:9]/[CH:10]=O)[CH:5]=[CH:6][CH:7]=1.[C:17]([CH:21]=P(C1C=CC=CC=1)(C1C=CC=CC=1)C1C=CC=CC=1)([O:19][CH3:20])=[O:18]>ClCCl>[CH3:20][O:19][C:17](=[O:18])/[CH:21]=[CH:10]/[CH:9]=[C:8](/[C:4]1[CH:5]=[CH:6][CH:7]=[C:2]([F:1])[CH:3]=1)\[CH2:12][CH2:13][CH2:14][CH2:15][CH3:16]. Reported procedure: As described in Example 99, (E)-3-(3-fluorophenyl)-2-octenal (5.43 g) was treated with (carbomethoxymethylene)triphenylphosphorane (9 g) in dichloromethane (50 mL) for 4 days at room temperature. The ester was isolated in the usual manner and purified by HPLC (ether-hexane; 1:9) to provide 6.04 g of (E,E)-5-(3-fluorophenyl)-2,4-decadienoic acid methyl ester as an oil. Starting materials: ClC=1C=CC(=NC1)[C@](CC1=CC=CC=C1)(C1=CC(=CC(=C1)OC(C(F)F)(F)F)F)NC(=O)N[C@@H]1[C@@H](CCC1)O (1-((S)-1-(5-chloropyridin-2-yl)-1-(3-fluoro-5-(1,1,2,2-tetrafluoroethoxy)phenyl)-2-phenylethyl)-3-((1S,2R)-2-hydroxycyclopentyl)urea), CCN(CC)S(F)(F)F (DAST). Run in C(Cl)Cl (CH2Cl2). Run at time 5 minute. Yields the product ClC=1C=CC(=NC1)[C@](CC1=CC=CC=C1)(C1=CC(=CC(=C1)OC(C(F)F)(F)F)F)NC=1O[C@@H]2[C@@H](N1)CCC2 ((3aS,6aS)-N-((S)-1-(5-chloropyridin-2-yl)-1-(3-fluoro-5-(1,1,2,2-tetrafluoroethoxy)phenyl)-2-phenylethyl)-4,5,6,6a-tetrahydro-3aH-cyclopenta[d]oxazol-2-amine). Yield: 90.6%. RXN SMILES: [Cl:1][C:2]1[CH:3]=[CH:4][C:5]([C@@:8]([NH:30][C:31]([NH:33][C@H:34]2[CH2:38][CH2:37][CH2:36][C@H:35]2[OH:39])=O)([C:16]2[CH:21]=[C:20]([O:22][C:23]([F:28])([F:27])[CH:24]([F:26])[F:25])[CH:19]=[C:18]([F:29])[CH:17]=2)[CH2:9][C:10]2[CH:15]=[CH:14][CH:13]=[CH:12][CH:11]=2)=[N:6][CH:7]=1.CCN(S(F)(F)F)CC>C(Cl)Cl>[Cl:1][C:2]1[CH:3]=[CH:4][C:5]([C@@:8]([NH:30][C:31]2[O:39][C@H:35]3[CH2:36][CH2:37][CH2:38][C@@H:34]3[N:33]=2)([C:16]2[CH:21]=[C:20]([O:22][C:23]([F:28])([F:27])[CH:24]([F:26])[F:25])[CH:19]=[C:18]([F:29])[CH:17]=2)[CH2:9][C:10]2[CH:15]=[CH:14][CH:13]=[CH:12][CH:11]=2)=[N:6][CH:7]=1. Procedure details: To a solution of 1-((S)-1-(5-chloropyridin-2-yl)-1-(3-fluoro-5-(1,1,2,2-tetrafluoroethoxy)phenyl)-2-phenylethyl)-3-((1S,2R)-2-hydroxycyclopentyl)urea (9 mg, 0.016 mmol) in CH2Cl2 (1 mL) was added DAST (3 mg, 0.02 mmol). The reaction mixture was stirred for 5 min and concentrated under vacuum. The residue was purified by preparative HPLC Shimadzu-Phenomenex Luna 5μ column, 21.2×100 mm eluting with 10-90% CH3CN (90% in H2O, 0.1% TFA) gradient over 15 min with flow rate 20 mL/min and UV detection a... Starting materials: CCCCCN, ClCCl, C[Si](C)(C)CCN1C(=O)CN(c2ccc(CC(NS(=O)(=O)c3ccccc3)C(=O)O)cc2OCc2ccccc2)S1(=O)=O. Product: CCCCCNC(=O)C(Cc1ccc(N2CC(=O)N(CC[Si](C)(C)C)S2(=O)=O)c(OCc2ccccc2)c1)NS(=O)(=O)c1ccccc1. Reaction SMILES: [CH2:44]([CH2:45][CH2:46][CH2:47][CH3:48])[NH2:49].[CH2:50]([Cl:51])[Cl:52].[c:1]1([S:7](=[O:8])(=[O:9])[NH:10][CH:11]([C:12](=[O:13])[OH:14])[CH2:15][c:16]2[cH:17][c:18]([O:36][CH2:37][c:38]3[cH:39][cH:40][cH:41][cH:42][cH:43]3)[c:19]([N:22]3[S:23](=[O:34])(=[O:35])[N:24]([CH2:28][CH2:29][Si:30]([CH3:31])([CH3:32])[CH3:33])[C:25](=[O:27])[CH2:26]3)[cH:20][cH:21]2)[cH:2][cH:3][cH:4][cH:5][cH:6]1>>[c:1]1([S:7](=[O:8])(=[O:9])[NH:10][CH:11]([C:12](=[O:14])[NH:49][CH2:44][CH2:45][CH2:46][CH2:47][CH3:48])[CH2:15][c:16]2[cH:17][c:18]([O:36][CH2:37][c:38]3[cH:39][cH:40][cH:41][cH:42][cH:43]3)[c:19]([N:22]3[S:23](=[O:34])(=[O:35])[N:24]([CH2:28][CH2:29][Si:30]([CH3:31])([CH3:32])[CH3:33])[C:25](=[O:27])[CH2:26]3)[cH:20][cH:21]2)[cH:2][cH:3][cH:4][cH:5][cH:6]1.